describe an organic reaction: reactants, conditions, products, and yield From a dataset of the Open Reaction Database (ORD), a public repository of structured organic reaction records. The reactants are CS(=O)(=O)C=1C=C(C=CC1)C1=CC=C(S1)CNS(=O)(=O)C1=C(C=CC=C1)C(F)(F)F (N-[5-(3-methanesulfonyl-phenyl)-thiophen-2-ylmethyl]-2-trifluoromethyl-benzenesulfonamide), ICCC (iodopropane), C([O-])([O-])=O.[Cs+].[Cs+] (cesium carbonate). Reaction SMILES: [CH3:1][S:2]([C:5]1[CH:6]=[C:7]([C:11]2[S:15][C:14]([CH2:16][NH:17][S:18]([C:21]3[CH:26]=[CH:25][CH:24]=[CH:23][C:22]=3[C:27]([F:30])([F:29])[F:28])(=[O:20])=[O:19])=[CH:13][CH:12]=2)[CH:8]=[CH:9][CH:10]=1)(=[O:4])=[O:3].I[CH2:32][CH2:33][CH3:34].C(=O)([O-])[O-].[Cs+].[Cs+]>CN(C)C(=O)C>[CH3:1][S:2]([C:5]1[CH:6]=[C:7]([C:11]2[S:15][C:14]([CH2:16][N:17]([CH2:32][CH2:33][CH3:34])[S:18]([C:21]3[CH:26]=[CH:25][CH:24]=[CH:23][C:22]=3[C:27]([F:30])([F:28])[F:29])(=[O:20])=[O:19])=[CH:13][CH:12]=2)[CH:8]=[CH:9][CH:10]=1)(=[O:3])=[O:4] |f:2.3.4|. The product is CS(=O)(=O)C=1C=C(C=CC1)C1=CC=C(S1)CN(S(=O)(=O)C1=C(C=CC=C1)C(F)(F)F)CCC (N-[5-(3-methanesulfonyl-phenyl)-thiophen-2-ylmethyl]-N-propyl-2-trifluoromethyl-benzenesulfonamide). Solvent: CN(C(C)=O)C (N,N-dimethylacetamide). Procedure details: In analogy to example 10, step 3, N-[5-(3-methanesulfonyl-phenyl)-thiophen-2-ylmethyl]-2-trifluoromethyl-benzenesulfonamide (example 27, step 1) was reacted with iodopropane and cesium carbonate in N,N-dimethylacetamide to give N-[5-(3-methanesulfonyl-phenyl)-thiophen-2-ylmethyl]-N-propyl-2-trifluoromethyl-benzenesulfonamide as a light yellow oil. MS: 534.8 ([M+NH4]+) The reactants are C(#C)C=1C=C2/C(/C(NC2=CC1)=O)=C/C=1NC=CC1 ((Z)-1,3-dihydro-5-ethynyl-3-[(1H-pyrrol-2-yl)methylene]-2H-indol-2-one), COC1=C(NC=C1)\C=C\1/C(NC2=CC=C(C=C12)C#C[Si](C)(C)C)=O ((Z)-1,3-dihydro-3-[(3-methoxy-1H-pyrrol-2-yl)methylene]-5-(trimethylsilyl)ethynyl-2H-indol-2-one), [C-]#N.[K+] (potassium cyanide). Reagents/catalysts: [N+](=O)([O-])[O-].[Ag+] (silver nitrate). Run in O1CCCC1 (tetrahydrofuran), C(C)O (ethanol), O (water), O (water), C(C)O (ethanol). The product is C(#C)C=1C=C2/C(/C(NC2=CC1)=O)=C/C=1NC=CC1OC ((Z)-1,3-dihydro-5-ethynyl-3-[(3-methoxy-1H-pyrrol-2-yl)methylene]-2H-indol-2-one). The yield is 88.3%. Reaction SMILES: C(C1C=C2C(=CC=1)NC(=O)/C/2=C\C1NC=CC=1)#C.[CH3:19][O:20][C:21]1[CH:25]=[CH:24][NH:23][C:22]=1/[CH:26]=[C:27]1\[C:28](=[O:42])[NH:29][C:30]2[C:35]\1=[CH:34][C:33]([C:36]#[C:37][Si](C)(C)C)=[CH:32][CH:31]=2.[C-]#N.[K+]>C(O)C.O1CCCC1.O.[N+]([O-])([O-])=O.[Ag+]>[C:36]([C:33]1[CH:34]=[C:35]2[C:30](=[CH:31][CH:32]=1)[NH:29][C:28](=[O:42])/[C:27]/2=[CH:26]\[C:22]1[NH:23][CH:24]=[CH:25][C:21]=1[O:20][CH3:19])#[CH:37] |f:2.3,7.8|. Reported procedure: This compound was also prepared in a manner analogous to the preparation of (Z)-1,3-dihydro-5-ethynyl-3-[(1H-pyrrol-2-yl)methylene]-2H-indol-2-one in Example 82 above. In this example, (Z)-1,3-dihydro-3-[(3-methoxy-1H-pyrrol-2-yl)methylene]-5-(trimethylsilyl)ethynyl-2H-indol-2-one (100 mg, 0.3 mmol) (Example 92) in 5 mL ethanol and 1.5 mL tetrahydrofuran was treated with silver nitrate (0.112 g, 0.6 mmol) in 1.5 mL ethanol and 0.5 mL water, followed by potassium cyanide (218 mg, 3.35 mmol) in 1 ... Starting materials: Example 8, Reduced iron, [Cl-].[NH4+] (ammonium chloride), CNC(=O)CC1=CC(=C(N)C=C1)[N+](=O)[O-] (4-methylcarbamoylmethyl-2-nitroaniline). Run in O (water), industrial methylated spirit. Product: CNC(=O)CC1=CC(=C(C=C1)N)N (4-methylcarbamoylmethyl-o-phenylenediamine). As a reaction SMILES: [Cl-].[NH4+].[CH3:3][NH:4][C:5]([CH2:7][C:8]1[CH:14]=[CH:13][C:11]([NH2:12])=[C:10]([N+:15]([O-])=O)[CH:9]=1)=[O:6]>O>[CH3:3][NH:4][C:5]([CH2:7][C:8]1[CH:14]=[CH:13][C:11]([NH2:12])=[C:10]([NH2:15])[CH:9]=1)=[O:6] |f:0.1|. Procedure: Reduced iron powder (9.87 g) and then a solution of ammonium chloride (0.373 g) in water (37 ml) were added to a solution of 4-methylcarbamoylmethyl-2-nitroaniline prepared as described in Example 8 (3.34 g) in industrial methylated spirit (186 ml). The mixture was heated under reflux for one hour and was then filtered through diatomaceous earth (sold under the trade name CELITE). The solid material collected was washed with hot industrial methylated spirit. The solvent was removed by evaporatio... Starting materials: CO.ClCCl (methanol dichloromethane), COC=1C=C(C(=O)N2CC(CC2)(CCOS(=O)(=O)C)C2=CC=CC=C2)C=C(C1OC)OC (1-(3,4,5-trimethoxybenzoyl)-3-phenyl-3-(2-methanesulfonyloxyethyl)pyrrolidine), I.N1(C=NC=C1)CCN1C(=NC2=C1C=CC=C2)N2CCNCCC2 (4-(1-(2-(1H-imidazol-1-yl)ethyl)-1H-benzimidazol-2-yl)[1,4]diazepane hydriodic acid salt), C(C)(C)N(C(C)C)CC (N,N-diisopropylethylamine). Run in C(C)#N (acetonitrile), ClCCl (dichloromethane). Run at time 12 hour. The product is COC=1C=C(C(=O)N2CC(CC2)(C2=CC=CC=C2)CCN2CCN(CCC2)C2=NC3=C(N2CCN2C=NC=C2)C=CC=C3)C=C(C1OC)OC (1-(3,4,5-Trimethoxybenzoyl)-3-(2-(4-(1-(2-(1H-imidazol-1-yl)ethyl)-1H-benzimidazol-2-yl)[1,4]diazepan-1-yl)ethyl)-3-phenylpyrrolidine). RXN SMILES: [CH3:1][O:2][C:3]1[CH:4]=[C:5]([CH:26]=[C:27]([O:31][CH3:32])[C:28]=1[O:29][CH3:30])[C:6]([N:8]1[CH2:12][CH2:11][C:10]([C:20]2[CH:25]=[CH:24][CH:23]=[CH:22][CH:21]=2)([CH2:13][CH2:14]OS(C)(=O)=O)[CH2:9]1)=[O:7].I.[N:34]1([CH2:39][CH2:40][N:41]2[C:45]3[CH:46]=[CH:47][CH:48]=[CH:49][C:44]=3[N:43]=[C:42]2[N:50]2[CH2:56][CH2:55][CH2:54][NH:53][CH2:52][CH2:51]2)[CH:38]=[CH:37][N:36]=[CH:35]1.C(N(CC)C(C)C)(C)C.CO.ClCCl>C(#N)C.ClCCl>[CH3:32][O:31][C:27]1[CH:26]=[C:5]([CH:4]=[C:3]([O:2][CH3:1])[C:28]=1[O:29][CH3:30])[C:6]([N:8]1[CH2:12][CH2:11][C:10]([CH2:13][CH2:14][N:53]2[CH2:54][CH2:55][CH2:56][N:50]([C:42]3[N:41]([CH2:40][CH2:39][N:34]4[CH:38]=[CH:37][N:36]=[CH:35]4)[C:45]4[CH:46]=[CH:47][CH:48]=[CH:49][C:44]=4[N:43]=3)[CH2:51][CH2:52]2)([C:20]2[CH:25]=[CH:24][CH:23]=[CH:22][CH:21]=2)[CH2:9]1)=[O:7] |f:1.2,4.5|. Procedure: Combine 1-(3,4,5-trimethoxybenzoyl)-3-phenyl-3-(2-methanesulfonyloxyethyl)pyrrolidine (0.34 g, 0.60 mmol), 4-(1-(2-(1H-imidazol-1-yl)ethyl)-1H-benzimidazol-2-yl)[1,4]diazepane hydriodic acid salt (0.27 g, 0.60 mmol), and N,N-diisopropylethylamine (0.31 g, 2.39 mmol) in acetonitrile (10 mL). Heat to reflux. After 12 hours, cool to ambient temperature and dilute the reaction mixture with dichloromethane and extract with twice water. Dry the organic layer over Na2SO4, filter, and evaporate in vacuo... Starting materials: CC(=O)OCCOCBr, Clc1ncnc2nc[nH]c12, [H-], [Na+], CN(C)C=O, O. The product is CC(=O)OCCOCn1cnc2c(Cl)ncnc21. RXN SMILES: [C:13]([CH3:14])(=[O:15])[O:16][CH2:17][CH2:18][O:19][CH2:20][Br:21].[Cl:1][c:2]1[c:3]2[nH:4][cH:5][n:6][c:7]2[n:8][cH:9][n:10]1.[H-:11].[Na+:12].[O:23]=[CH:24][N:25]([CH3:26])[CH3:27].[OH2:22]>>[Cl:1][c:2]1[c:3]2[n:4][cH:5][n:6]([CH2:20][O:19][CH2:18][CH2:17][O:16][C:13]([CH3:14])=[O:15])[c:7]2[n:8][cH:9][n:10]1. The reactants are C(C)O (ethanol), CN1C=C(C(C2=CC=C(C=C12)C(C)C)=O)SC (1-methyl-3-methylthio-7-isopropyl-4-quinolone). Product: CN1C=C(C(C2=CC=C(C=C12)C(C)C)=O)S(=O)C (1-methyl-3-methylsulphinyl-7-isopropyl-4-quinolone). RXN SMILES: [CH3:1][N:2]1[C:11]2[C:6](=[CH:7][CH:8]=[C:9]([CH:12]([CH3:14])[CH3:13])[CH:10]=2)[C:5](=[O:15])[C:4]([S:16][CH3:17])=[CH:3]1.C([OH:20])C>>[CH3:1][N:2]1[C:11]2[C:6](=[CH:7][CH:8]=[C:9]([CH:12]([CH3:13])[CH3:14])[CH:10]=2)[C:5](=[O:15])[C:4]([S:16]([CH3:17])=[O:20])=[CH:3]1. Procedure: Similarly, the compound 1-methyl-3-methylthio-7-isopropyl-4-quinolone of Example 13 was oxidised to give the compound 1-methyl-3-methylsulphinyl-7-isopropyl-4-quinolone, m.p. 214°-215° (from ethanol). Reactants: COc1cc(O)c(C(=O)c2ccccc2)cc1S(=O)(=O)O, CCCCC, ClC(Cl)Cl, C1CCOC1, O, O=S(Cl)Cl, c1ccncc1. Product: COc1cc(O)c(C(=O)c2ccccc2)cc1S(=O)(=O)Cl. Reaction SMILES: [C:1]([c:2]1[cH:3][cH:4][cH:5][cH:6][cH:7]1)(=[O:8])[c:9]1[c:10]([OH:21])[cH:11][c:12]([O:19][CH3:20])[c:13]([S:15](=[O:16])(=[O:17])[OH:18])[cH:14]1.[CH3:28][CH2:29][CH2:30][CH2:31][CH3:32].[CH:42]([Cl:43])([Cl:44])[Cl:45].[O:37]1[CH2:38][CH2:39][CH2:40][CH2:41]1.[OH2:46].[S:33]([Cl:34])([Cl:35])=[O:36].[cH:22]1[cH:23][cH:24][n:25][cH:26][cH:27]1>>[C:1]([c:2]1[cH:3][cH:4][cH:5][cH:6][cH:7]1)(=[O:8])[c:9]1[c:10]([OH:21])[cH:11][c:12]([O:19][CH3:20])[c:13]([S:15](=[O:16])(=[O:17])[Cl:35])[cH:14]1. Starting materials: BrC(Br)(Br)Br, ClCCl, Fc1ccc(Cc2cc3cc(C4OCCO4)ccc3o2)cc1, c1ccc(P(c2ccccc2)c2ccccc2)cc1. The product is O=Cc1ccc2oc(Cc3ccc(F)cc3)cc2c1. As a reaction SMILES: [C:23]([Br:24])([Br:25])([Br:26])[Br:27].[CH2:47]([Cl:48])[Cl:49].[O:1]1[CH:2]([c:6]2[cH:7][cH:8][c:9]3[c:10]([cH:11][c:12]([CH2:14][c:15]4[cH:16][cH:17][c:18]([F:21])[cH:19][cH:20]4)[o:13]3)[cH:22]2)[O:5][CH2:4][CH2:3]1.[c:28]1([P:29]([c:30]2[cH:31][cH:32][cH:33][cH:34][cH:35]2)[c:36]2[cH:37][cH:38][cH:39][cH:40][cH:41]2)[cH:42][cH:43][cH:44][cH:45][cH:46]1>>[O:1]=[CH:2][c:6]1[cH:7][cH:8][c:9]2[c:10]([cH:11][c:12]([CH2:14][c:15]3[cH:16][cH:17][c:18]([F:21])[cH:19][cH:20]3)[o:13]2)[cH:22]1. Reactants: CC(C)(C)OC(=O)c1ncn2c1C1CCN1C(=O)c1c(Cl)cccc1-2, OCC1CC1. Yields the product O=C(OCC1CC1)c1ncn2c1C1CCN1C(=O)c1c(Cl)cccc1-2. RXN SMILES: [Cl:1][c:2]1[cH:3][cH:4][cH:5][c:6]2[c:7]1[C:8](=[O:25])[N:9]1[CH:10]([c:11]3[n:12]-2[cH:13][n:14][c:15]3[C:16](=[O:17])[O:18][C:19]([CH3:20])([CH3:21])[CH3:22])[CH2:23][CH2:24]1.[OH:26][CH2:27][CH:28]1[CH2:29][CH2:30]1>>[Cl:1][c:2]1[cH:3][cH:4][cH:5][c:6]2[c:7]1[C:8](=[O:25])[N:9]1[CH:10]([c:11]3[n:12]-2[cH:13][n:14][c:15]3[C:16](=[O:17])[O:18][CH2:27][CH:28]2[CH2:29][CH2:30]2)[CH2:23][CH2:24]1. Reactants: O=C([O-])[O-], Cn1ccc(NC(=O)c2cc(O)c3c(c2)OC(C)(C)C3)n1, COC(=O)c1ncc(F)cc1F, [Cs+], [Cs+], CN(C)C=O. Product: COC(=O)c1ncc(Oc2cc(C(=O)Nc3ccn(C)n3)cc3c2CC(C)(C)O3)cc1F. RXN SMILES: [C:34](=[O:35])([O-:36])[O-:37].[CH3:13][n:14]1[n:15][c:16]([NH:19][C:20](=[O:21])[c:22]2[cH:23][c:24]3[c:25]([c:31]([OH:33])[cH:32]2)[CH2:26][C:27]([CH3:29])([CH3:30])[O:28]3)[cH:17][cH:18]1.[CH3:1][O:2][C:3](=[O:4])[c:5]1[n:6][cH:7][c:8]([F:12])[cH:9][c:10]1[F:11].[Cs+:38].[Cs+:39].[O:40]=[CH:41][N:42]([CH3:43])[CH3:44]>>[CH3:1][O:2][C:3](=[O:4])[c:5]1[n:6][cH:7][c:8]([O:33][c:31]2[c:25]3[c:24]([cH:23][c:22]([C:20]([NH:19][c:16]4[n:15][n:14]([CH3:13])[cH:18][cH:17]4)=[O:21])[cH:32]2)[O:28][C:27]([CH3:29])([CH3:30])[CH2:26]3)[cH:9][c:10]1[F:11].